describe an organic reaction: reactants, conditions, products, and yield From a dataset of the Open Reaction Database (ORD), a public repository of structured organic reaction records. The product is NS(=O)(=O)c1cc(Cl)c(Cl)cc1F. The reactants are CC(=O)O, CO, [Cl-], Nc1cc(Cl)c(Cl)cc1F, Cl, O=N[O-], [Na+], O=S=O, O. Reaction SMILES: [CH3:20][C:21](=[O:22])[OH:23].[CH3:25][OH:26].[Cl-:4].[Cl:5][c:6]1[cH:7][c:8]([F:14])[c:9]([NH2:10])[cH:11][c:12]1[Cl:13].[ClH:24].[N:15]([O-:16])=[O:17].[Na+:18].[O:1]=[S:2]=[O:3].[OH2:19]>>[O:1]=[S:2](=[O:3])([c:9]1[c:8]([F:14])[cH:7][c:6]([Cl:5])[c:12]([Cl:13])[cH:11]1)[NH2:15]. Reaction SMILES: [CH3:1][C@H:2]1[O:7][C@@H:6]([O:8][C@@H:9]2[CH2:25][C@:24]3([OH:26])[C@@:12]([CH:35]=[O:36])([C@@H:13]4[C@@H:21]([CH2:22][CH2:23]3)[C@:20]3([OH:27])[C@@:16]([CH3:34])([C@@H:17]([C:28]5[CH2:33][O:32][C:30](=[O:31])[CH:29]=5)[CH2:18][CH2:19]3)[CH2:15][CH2:14]4)[CH2:11][CH2:10]2)[CH2:5][C@H:4]([OH:37])[C@@H:3]1[OH:38].C(OC(OCC)C1C=CC=CC=1)C>>[CH:20](=[O:27])[C:21]1[CH:22]=[CH:23][CH:24]=[CH:12][CH:13]=1.[CH3:1][C@H:2]1[O:7][C@@H:6]([O:8][C@@H:9]2[CH2:25][C@:24]3([OH:26])[C@@:12]([CH:35]=[O:36])([C@@H:13]4[C@@H:21]([CH2:22][CH2:23]3)[C@:20]3([OH:27])[C@@:16]([CH3:34])([C@@H:17]([C:28]5[CH2:33][O:32][C:30](=[O:31])[CH:29]=5)[CH2:18][CH2:19]3)[CH2:15][CH2:14]4)[CH2:11][CH2:10]2)[CH2:5][C@H:4]([OH:37])[C@@H:3]1[OH:38] |f:2.3|. Reported procedure: 1.5 g. helveticoside are dissolved in 20 ml. benzaldehyde diethylacetal and treated with 1.5 g. of a cation exchanger (Lewatit S 100) in the H+-form. The mixture is heated to 55°C while stirring, and the course of the reaction is followed by thin-layer chromatography. After a reaction time of about 4 hours, no more helveticoside can be detected. The ion exchanger is filtered off and the solvent distilled off from the filtrate in a rotating evaporator under vacuum from a water pump. The residue i... Run at temperature 55 celsius. Yields the product C(C1=CC=CC=C1)=O.C[C@@H]1[C@H]([C@H](C[C@@H](O1)O[C@H]2CC[C@@]3([C@H]4CC[C@@]5([C@H](CC[C@@]5([C@@H]4CC[C@@]3(C2)O)O)C6=CC(=O)OC6)C)C=O)O)O (benzaldehyde helveticoside). Reactants: C[C@@H]1[C@H]([C@H](C[C@@H](O1)O[C@H]2CC[C@@]3([C@H]4CC[C@@]5([C@H](CC[C@@]5([C@@H]4CC[C@@]3(C2)O)O)C6=CC(=O)OC6)C)C=O)O)O (helveticoside), C[C@@H]1[C@H]([C@H](C[C@@H](O1)O[C@H]2CC[C@@]3([C@H]4CC[C@@]5([C@H](CC[C@@]5([C@@H]4CC[C@@]3(C2)O)O)C6=CC(=O)OC6)C)C=O)O)O (helveticoside), C(C)OC(C1=CC=CC=C1)OCC (benzaldehyde diethylacetal), H+. Reactants: COC=1C=C(C=CC1OCC=1N=C(OC1)\C=C\C1=CC=CC=C1)CCCC1C(NC(O1)=O)=O (5-[3-[3-methoxy-4-[2-[(E)-styryl]-4-oxazolylmethoxy]phenyl]propyl]-2,4-oxazolidinedione), paradium-carbon. Solvent: O1CCCC1 (tetrahydrofuran). The product is COC=1C=C(C=CC1OCC=1N=C(OC1)CCC1=CC=CC=C1)CCCC1C(NC(O1)=O)=O (5-[3-[3-methoxy-4-[2-(2-phenylethyl)-4-oxazolylmethoxy]phenyl]propyl]-2,4-oxazolidinedione). The yield is 66.9%. Reaction SMILES: [CH3:1][O:2][C:3]1[CH:4]=[C:5]([CH2:24][CH2:25][CH2:26][CH:27]2[O:31][C:30](=[O:32])[NH:29][C:28]2=[O:33])[CH:6]=[CH:7][C:8]=1[O:9][CH2:10][C:11]1[N:12]=[C:13](/[CH:16]=[CH:17]/[C:18]2[CH:23]=[CH:22][CH:21]=[CH:20][CH:19]=2)[O:14][CH:15]=1>O1CCCC1>[CH3:1][O:2][C:3]1[CH:4]=[C:5]([CH2:24][CH2:25][CH2:26][CH:27]2[O:31][C:30](=[O:32])[NH:29][C:28]2=[O:33])[CH:6]=[CH:7][C:8]=1[O:9][CH2:10][C:11]1[N:12]=[C:13]([CH2:16][CH2:17][C:18]2[CH:23]=[CH:22][CH:21]=[CH:20][CH:19]=2)[O:14][CH:15]=1. Reported procedure: A mixture of 5-[3-[3-methoxy-4-[2-[(E)-styryl]-4-oxazolylmethoxy]phenyl]propyl]-2,4-oxazolidinedione (0.64 g), paradium-carbon (5%, 1.3 g) and tetrahydrofuran (THF) (35 ml) was subjected to catalytic hydrogenation under 1 atmospheric pressure at room temperature. The catalyst was filtered off, and the filtrate was concentrated under reduced pressure to yield 5-[3-[3-methoxy-4-[2-(2-phenylethyl)-4-oxazolylmethoxy]phenyl]propyl]-2,4-oxazolidinedione (0.43 g, 67%). The product was recrystallized fr... The reactants are FC=1C=C(C=CC1N1N=NC(=C1)C)N1C(O[C@H](C1)CS(=O)(=O)C)=O ((5R)-3-[3-Fluoro-4-(4-methyl-1,2,3-triazol-1-yl)phenyl]-5-[(methanesulfonyl)methyl]-oxazolidin 2-one), FC=1C=C(C=CC1N1N=NC(=C1)C)N1C(O[C@H](C1)CS(=O)(=O)C)=O ((5R)-3-[3-Fluoro-4-(4-methyl-1,2,3-triazol-1-yl)phenyl]-5-[(methanesulfonyl)methyl]-oxazolidin 2-one), [N-]=[N+]=[N-].[Na+] (Sodium azide). Run in CN(C)C=O (DMF). Run at temperature 70 celsius, time 1 hour. The product is N(=[N+]=[N-])C[C@H]1CN(C(O1)=O)C1=CC(=C(C=C1)N1N=NC(=C1)C)F ((5R)-5-(Azidomethyl)-3-[3-Fluoro-4-(4-methyl-1H-1,2,3-triazol-1-yl)phenyl]-1,3-oxazolidin-2-one). Yield: 95.7%. RXN SMILES: [F:1][C:2]1[CH:3]=[C:4]([N:14]2[CH2:18][C@H:17]([CH2:19]S(C)(=O)=O)[O:16][C:15]2=[O:24])[CH:5]=[CH:6][C:7]=1[N:8]1[CH:12]=[C:11]([CH3:13])[N:10]=[N:9]1.[N-:25]=[N+:26]=[N-:27].[Na+]>CN(C=O)C>[N:25]([CH2:19][C@@H:17]1[O:16][C:15](=[O:24])[N:14]([C:4]2[CH:5]=[CH:6][C:7]([N:8]3[CH:12]=[C:11]([CH3:13])[N:10]=[N:9]3)=[C:2]([F:1])[CH:3]=2)[CH2:18]1)=[N+:26]=[N-:27] |f:1.2|. Reported procedure: (5R)-3-[3-Fluoro-4-(4-methyl-1,2,3-triazol-1-yl)phenyl]-5-[(methanesulfonyl)methyl]-oxazolidin 2-one (Intermediate 18) (5.0 g, 13.5 mmol) was dissolved in DMF (45 ml). Sodium azide (1.75 g, 27.0 mmol) was added and the reaction mixture was stirred at 70° C. for one hour. It was partitioned between ethyl acetate and saturated sodium bicarbonate, the organic phase was washed with water and brine, dried over magnesium sulfate and concentrated under reduced pressure to give the product as a white so... The reactants are ClC1=CC(=C(OC(C)(C)C2=NN=C(O2)C2=CC(=NC=C2)N)C(=C1)F)F (4-{5-[1-(4-chloro-2,6-difluorophenoxy)-1-methylethyl]-1,3,4-oxadiazol-2-yl}pyridin-2-amine), Cl.C(C)N (ethylamine hydrochloride). Run in CO (Methanol). Conditions: time 7 hour. The product is ClC1=CC(=C(OC(C)(C)C=2N(C(=NN2)C2=CC(=NC=C2)N)CC)C(=C1)F)F (4-{5-[1-(4-chloro-2,6-difluorophenoxy)-1-methylethyl]-4-ethyl-4H-1,2,4-triazol-3-yl}pyridin-2-amine). Yield: 2.9%. Reaction SMILES: [Cl:1][C:2]1[CH:23]=[C:22]([F:24])[C:5]([O:6][C:7]([C:10]2O[C:13]([C:15]3[CH:20]=[CH:19][N:18]=[C:17]([NH2:21])[CH:16]=3)=[N:12][N:11]=2)([CH3:9])[CH3:8])=[C:4]([F:25])[CH:3]=1.Cl.[CH2:27]([NH2:29])[CH3:28]>CO>[Cl:1][C:2]1[CH:23]=[C:22]([F:24])[C:5]([O:6][C:7]([C:10]2[N:29]([CH2:27][CH3:28])[C:13]([C:15]3[CH:20]=[CH:19][N:18]=[C:17]([NH2:21])[CH:16]=3)=[N:12][N:11]=2)([CH3:9])[CH3:8])=[C:4]([F:25])[CH:3]=1 |f:1.2|. Reported procedure: Methanol was added to a mixture of 4-{5-[1-(4-chloro-2,6-difluorophenoxy)-1-methylethyl]-1,3,4-oxadiazol-2-yl}pyridin-2-amine (258 mg) and ethylamine hydrochloride (1.0 g), followed by homogenizing. The solvent was evaporated under reduced pressure, followed by melting at 150° C. for 7 hours. The reaction solution was cooled to room temperature, equivalent amounts of water and saturated brine were added thereto, followed by extraction with ethyl acetate, the organic layer was washed with saturat... Starting materials: C(CC)(=O)[C@@H]1CCC(O1)=O ((5S)-5-propanoyltetrahydrofuran-2-one), C(CC)(=O)[C@@H]1CCC(O1)=O ((5S)-5-propanoyltetrahydrofuran-2-one), CCC([BH-](C(CC)C)C(CC)C)C.[Li+] (L-selectride). Conditions: temperature -78 celsius, time 2 hour. Product: OC(CC)[C@@H]1CCC(O1)=O ((5S)-5-(1-hydroxypropyl)tetrahydrofuran-2-one). Isolated yield 56.3%. As a reaction SMILES: [C:1]([C@H:5]1[O:9][C:8](=[O:10])[CH2:7][CH2:6]1)(=[O:4])[CH2:2][CH3:3].CCC(C)[BH-](C(C)CC)C(C)CC.[Li+]>>[OH:4][CH:1]([C@H:5]1[O:9][C:8](=[O:10])[CH2:7][CH2:6]1)[CH2:2][CH3:3] |f:1.2|. Reported procedure: To a solution of (5S)-5-propanoyltetrahydrofuran-2-one (compound 28c, 35 g, 246.5 mmol) was added L-selectride (320 mL, 320 mmol, 1 M in THF) at −78° C. under N2. After addition, the reaction mixture was stirred at −78° C. for 2 hours. The reaction mixture was then quenched with 2N HCl (200 mL) and extracted with EtOAc (400 mL) twice. The combined organic layers were washed with brine (100 mL), concentrated in vacuo and the residue was purified by column chromatography on silica gel (eluting wit... The reactants are C=1C=CC2=C(C1)N=NN2O (HOBt), CCN=C=NCCCN(C)C (EDCI), CN1CCOCC1 (NMM), N1C(=NC=C1)C(=O)O (imidazole-2-carboxylic acid), FC1=CC=C(CC2=CC(=NN2C2CNC2)C2=CC=NC=C2)C=C1 (4-(5-(4-fluorobenzyl)-1-(azetidin-3-yl)-1H-pyrazol-3-yl)pyridine). The solvent is CN(C)C=O (DMF), CCOCC (Ether). Reaction conditions: time 16 hour. The product is FC1=CC=C(CC2=CC(=NN2C2CN(C2)C(=O)C=2NC=CN2)C2=CC=NC=C2)C=C1 (4-{5-(4-fluorobenzyl)-1-[1-(1H-imidazol-2-ylcarbonyl)azetidin-3-yl]-1H-pyrazol-3-yl}pyridine). As a reaction SMILES: [F:1][C:2]1[CH:23]=[CH:22][C:5]([CH2:6][C:7]2[N:11]([CH:12]3[CH2:15][NH:14][CH2:13]3)[N:10]=[C:9]([C:16]3[CH:21]=[CH:20][N:19]=[CH:18][CH:17]=3)[CH:8]=2)=[CH:4][CH:3]=1.C1C=CC2N(O)N=NC=2C=1.CCN=C=NCCCN(C)C.CN1CCOCC1.[NH:52]1[CH:56]=[CH:55][N:54]=[C:53]1[C:57](O)=[O:58]>CN(C=O)C.CCOCC>[F:1][C:2]1[CH:23]=[CH:22][C:5]([CH2:6][C:7]2[N:11]([CH:12]3[CH2:13][N:14]([C:57]([C:53]4[NH:52][CH:56]=[CH:55][N:54]=4)=[O:58])[CH2:15]3)[N:10]=[C:9]([C:16]3[CH:21]=[CH:20][N:19]=[CH:18][CH:17]=3)[CH:8]=2)=[CH:4][CH:3]=1. Procedure details: To a suspension of 4-(5-(4-fluorobenzyl)-1-(azetidin-3-yl)-1H-pyrazol-3-yl)pyridine (85 mg, 0.28 mmol) in DMF (3 mL) was added HOBt (45 mg, 0.33 mmol), EDCI (64 mg, 0.33 mmol), NMM (76 μL, 0.69 mmol) followed by imidazole-2-carboxylic acid (34 mg, 0.30 mmol) and the mixture stirred for 16 hours at room temperature. The volatiles were removed in vacuo and the residue purified directly by Biotage flash chromatography, eluting with 2-6% MeOH/DCM to yield a clear gum. Ether was added (5 mL) and the ...